The task is: describe an organic reaction: reactants, conditions, products, and yield. This data is from the Open Reaction Database (ORD), a public repository of structured organic reaction records. The reactants are FC=1C(=C2C=CC(=NC2=CC1)C)N1C=NC=C1 (6-fluoro-5-(imidazol-1-yl)-2-methylquinoline). The reagents and catalysts are [Pt] (platinum on carbon). Solvent: C(C)(=O)O (acetic acid). Product: FC=1C(=C2CCC(NC2=CC1)C)N1C=NC=C1 (6-fluoro-5-(imidazol-1-yl)-2-methyl-1,2,3,4-tetrahydroquinoline). Reaction SMILES: [F:1][C:2]1[C:3]([N:13]2[CH:17]=[CH:16][N:15]=[CH:14]2)=[C:4]2[C:9](=[CH:10][CH:11]=1)[N:8]=[C:7]([CH3:12])[CH:6]=[CH:5]2>C(O)(=O)C.[Pt]>[F:1][C:2]1[C:3]([N:13]2[CH:17]=[CH:16][N:15]=[CH:14]2)=[C:4]2[C:9](=[CH:10][CH:11]=1)[NH:8][CH:7]([CH3:12])[CH2:6][CH2:5]2. Procedure: To a solution of 4.2 g (18 mmole) of 6-fluoro-5-(imidazol-1-yl)-2-methylquinoline in 75 ml of acetic acid was added 0.5 g of platinum on carbon, and the mixture was reduced on a Paar apparatus. After one day the mixture was filtered, the filtrate was evaporated and the residue was diluted with water. The aqueous mixture was basified with 10% aqueous sodium hydroxide solution. The off-white solid was separated by filtration to provide 6-fluoro-5-(imidazol-1-yl)-2-methyl-1,2,3,4-tetrahydroquinolin...